From a dataset of the Open Reaction Database (ORD), a public repository of structured organic reaction records. describe an organic reaction: reactants, conditions, products, and yield Reactants: [OH-].[Na+] (NaOH), [Cl-].[Al+3].[Cl-].[Cl-] (Aluminum chloride), ClC1=CC=C(C=C1)Cl (1,4-dichlorobenzene), C(C1=CC=CC=C1)(=O)Cl (benzoyl chloride), [Al+3].[Cl-].[Cl-].[Cl-] (AlCl3), C(C1=CC=CC=C1)(=O)Cl (Benzoyl Chloride), C1=CC(=CC=C1Cl)Cl (Dichlorobenzene). Solvent: O (water). Conditions: temperature 80 celsius. Yields the product ClC1=C(C(=O)C2=CC=CC=C2)C=C(C=C1)Cl (2,5-dichlorobenzophenone). Yield: 80.0%. RXN SMILES: [OH-].[Na+].[Cl:3][C:4]1[CH:9]=[CH:8][C:7]([Cl:10])=[CH:6][CH:5]=1.[C:11](Cl)(=[O:18])[C:12]1[CH:17]=[CH:16][CH:15]=[CH:14][CH:13]=1.[Cl-].[Al+3].[Cl-].[Cl-]>O>[Cl:3][C:4]1[CH:9]=[CH:8][C:7]([Cl:10])=[CH:6][C:5]=1[C:11]([C:12]1[CH:17]=[CH:16][CH:15]=[CH:14][CH:13]=1)=[O:18] |f:0.1,4.5.6.7|. Procedure details: To a 22 L, three-necked flask fitted with a thermometer, mechanical stirrer and a Vigreux column connected to an aqueous NaOH scrubbing tower, was added 1,4-dichlorobenzene (3 Kg, 26.4 mol) and benzoyl chloride (2.6 Kg, 18.55 mol). The mixture was heated to 80° C. to give a homogeneous solution. Aluminum chloride (5.5 Kg, 41.25 mol) was added over 12 min. with stirring. (The molar ratio of reactants was 2.2:1.4:1.0 (AlCl3 : Dichlorobenzene:Benzoyl Chloride)). The resulting mixture was heated to ... The reactants are CN1N=CC=C1 (1-methyl-1H-pyrazole), C1CCOC1 (THF), [Li]CCCC (n-BuLi), BrC1=CC(=C(S1)C1=C(N=C2N1N=C(C=C2C(CC)CC)C)C)Cl (3-(5-bromo-3-chloro-thiophen-2-yl)-8-(1-ethyl-propyl)-2,6-dimethyl-imidazo[1,2-b]pyridazine). The reagents and catalysts are C1=CC=C(C=C1)P([C-]2C=CC=C2)C3=CC=CC=C3.C1=CC=C(C=C1)P([C-]2C=CC=C2)C3=CC=CC=C3.Cl[Pd]Cl.[Fe+2] (PdCl2(dppf)), [Cl-].[Cl-].[Zn+2] (ZnCl2). Run in CCOC(=O)C (EtOAc). Product: ClC1=C(SC(=C1)C=1N(N=CC1)C)C1=C(N=C2N1N=C(C=C2C(CC)CC)C)C (3-[3-chloro-5-(2-methyl-2H-pyrazol-3-yl)-thiophen-2-yl]-8-(1-ethyl-propyl)-2,6-dimethyl-imidazo[1,2-b]pyridazine). Isolated yield 49.3%. RXN SMILES: [CH3:1][N:2]1[CH:6]=[CH:5][CH:4]=[N:3]1.C1COCC1.[Li]CCCC.Br[C:18]1[S:22][C:21]([C:23]2[N:27]3[N:28]=[C:29]([CH3:37])[CH:30]=[C:31]([CH:32]([CH2:35][CH3:36])[CH2:33][CH3:34])[C:26]3=[N:25][C:24]=2[CH3:38])=[C:20]([Cl:39])[CH:19]=1>CCOC(C)=O.[Cl-].[Cl-].[Zn+2].C1C=CC(P(C2C=CC=CC=2)[C-]2C=CC=C2)=CC=1.C1C=CC(P(C2C=CC=CC=2)[C-]2C=CC=C2)=CC=1.Cl[Pd]Cl.[Fe+2]>[Cl:39][C:20]1[CH:19]=[C:18]([C:6]2[N:2]([CH3:1])[N:3]=[CH:4][CH:5]=2)[S:22][C:21]=1[C:23]1[N:27]2[N:28]=[C:29]([CH3:37])[CH:30]=[C:31]([CH:32]([CH2:33][CH3:34])[CH2:35][CH3:36])[C:26]2=[N:25][C:24]=1[CH3:38] |f:5.6.7,8.9.10.11|. Procedure: To a −78° C. solution of 1-methyl-1H-pyrazole (0.12 g, 1.45 mmol) and THF (4 mL) is added 1.6 M n-BuLi (0.91 mL, 1.45 mmol). After 45 minutes 0.5 M ZnCl2 (2.9 mL, 1.45 mmol) is added and the solution is warmed to ambient temperature. After 30 minutes 3-(5-bromo-3-chloro-thiophen-2-yl)-8-(1-ethyl-propyl)-2,6-dimethyl-imidazo[1,2-b]pyridazine (example Rupp-88) (0.30 g, 0.73 mmol) and PdCl2(dppf) (0.027 g, 0.036 mmol) are added and the solution heated at 65° C. overnight, diluted with EtOAc (30 mL)... Reactants: 1,1-carbonyldiimidazole, C(C)(C)(C)OC(=O)N1CC2=C(CC1)SC(=C2)C(=O)O (5-t-Butoxycarbonyl-4,5,6,7-tetrahydro-thieno[3,2-c]pyridine-2-carboxylic acid), N1CCOCC1 (morpholine). Run in O1CCCC1 (tetrahydrofuran). Run at time 1 hour. Product: C(C)(C)(C)OC(=O)N1CC2=C(CC1)SC(=C2)C(=O)N2CCOCC2 (5-t-Butoxycarbonyl-2-(morpholine-4-carbonyl)-4,5,6,7-tetrahydro-thieno[3,2-c]pyridine). RXN SMILES: [C:1]([O:5][C:6]([N:8]1[CH2:13][CH2:12][C:11]2[S:14][C:15]([C:17]([OH:19])=O)=[CH:16][C:10]=2[CH2:9]1)=[O:7])([CH3:4])([CH3:3])[CH3:2].[NH:20]1[CH2:25][CH2:24][O:23][CH2:22][CH2:21]1>O1CCCC1>[C:1]([O:5][C:6]([N:8]1[CH2:13][CH2:12][C:11]2[S:14][C:15]([C:17]([N:20]3[CH2:25][CH2:24][O:23][CH2:22][CH2:21]3)=[O:19])=[CH:16][C:10]=2[CH2:9]1)=[O:7])([CH3:2])([CH3:3])[CH3:4]. Procedure details: 5-t-Butoxycarbonyl-4,5,6,7-tetrahydro-thieno[3,2-c]pyridine-2-carboxylic acid (570 mg, 2.0 mmol) was dissolved in anhydrous tetrahydrofuran (10 ml), and the solution was mixed with 1,1-carbonyldiimidazole (320 mg, 2.0 mmol) and stirred at room temperature for 1 hour. The reaction solution was mixed with morpholine (170 mg, 2.0 mmol) and the stirring was continued for 14 hours. The solvent was removed by evaporation from the reaction solution under a reduced pressure, and the residue was mixed wi... Starting materials: CSc1ncc(Br)cn1, CCCCCCC, ClC(Cl)Cl, O=C(OO)c1cccc(Cl)c1. The product is CS(=O)c1ncc(Br)cn1. As a reaction SMILES: [CH3:1][S:2][c:3]1[n:4][cH:5][c:6]([Br:9])[cH:7][n:8]1.[CH3:21][CH2:22][CH2:23][CH2:24][CH2:25][CH2:26][CH3:27].[CH:28]([Cl:29])([Cl:30])[Cl:31].[Cl:10][c:11]1[cH:12][cH:13][cH:14][c:15]([C:16]([O:17][OH:19])=[O:18])[cH:20]1>>[CH3:1][S:2]([c:3]1[n:4][cH:5][c:6]([Br:9])[cH:7][n:8]1)=[O:18]. Starting materials: FC(C(=O)O)(F)F.ClC1=C(C=C2C(=C1)NC(C21C(NC(C1C1=C(C(=CC=C1)Cl)F)C(=O)O)CC(C)(C)C)=O)F (rac-(2′S,3′R,4′S,5′R)-6-chloro-4′-(3-chloro-2-fluoro-phenyl)-2′-(2,2-dimethyl-propyl)-5-fluoro-2-oxo-1,2-dihydro-spiro[indole-3,3′-pyrrolidine]-5′-carboxylic acid trifluoroacetic acid), C(C)(C)N(CC)C(C)C (diisopropylethylamine), C1(=CC=CC=C1)P(=O)(C1=CC=CC=C1)Cl (diphenylphosphinic chloride), C(C)(C)(C)[Si](OCCOC1=CC(=C(C=C1)N)OC)(C)C (4-[2-(tert-butyl-dimethyl-silanyloxy)-ethoxy]-2-methoxy-phenylamine). Run in ClCCl (dichloromethane). Conditions: time 8 minute. Yields the product OCCOC1=CC(=C(C=C1)NC(=O)C1C(C2(C(N1)CC(C)(C)C)C(NC1=C(C(=CC=C12)Cl)F)=O)C1=C(C(=CC=C1)Cl)F)OC (rac-(2′S,3′R,4′S,5′R)-6-chloro-4′-(3-chloro-2-fluoro-phenyl)-2′-(2,2-dimethyl-propyl)-7-fluoro-2-oxo-1,2-dihydro-spiro[indole-3,3′-pyrrolidine]-5′-carboxylic acid [4-(2-hydroxy-ethoxy)-2-methoxy-phenyl]-amide). The yield is 43.7%. As a reaction SMILES: [F:1]C(F)(F)C(O)=O.[Cl:8][C:9]1[CH:14]=[C:13]2[NH:15][C:16](=[O:38])[C:17]3([CH:21]([C:22]4[CH:27]=[CH:26][CH:25]=[C:24]([Cl:28])[C:23]=4[F:29])[CH:20]([C:30](O)=[O:31])[NH:19][CH:18]3[CH2:33][C:34]([CH3:37])([CH3:36])[CH3:35])[C:12]2=[CH:11][C:10]=1F.C(N(C(C)C)CC)(C)C.C1(P(Cl)(C2C=CC=CC=2)=O)C=CC=CC=1.C([Si](C)(C)[O:69][CH2:70][CH2:71][O:72][C:73]1[CH:78]=[CH:77][C:76]([NH2:79])=[C:75]([O:80][CH3:81])[CH:74]=1)(C)(C)C>ClCCl>[OH:69][CH2:70][CH2:71][O:72][C:73]1[CH:78]=[CH:77][C:76]([NH:79][C:30]([CH:20]2[NH:19][CH:18]([CH2:33][C:34]([CH3:37])([CH3:35])[CH3:36])[C:17]3([C:12]4[C:13](=[C:14]([F:1])[C:9]([Cl:8])=[CH:10][CH:11]=4)[NH:15][C:16]3=[O:38])[CH:21]2[C:22]2[CH:27]=[CH:26][CH:25]=[C:24]([Cl:28])[C:23]=2[F:29])=[O:31])=[C:75]([O:80][CH3:81])[CH:74]=1 |f:0.1|. Procedure details: To a solution of rac-(2′S,3′R,4′S,5′R)-6-chloro-4′-(3-chloro-2-fluoro-phenyl)-2′-(2,2-dimethyl-propyl)-5-fluoro-2-oxo-1,2-dihydro-spiro[indole-3,3′-pyrrolidine]-5′-carboxylic acid trifluoroacetic acid prepared in Example 174 (0.2 g, 0.3 mmol) in dichloromethane (3 mL) was added diisopropylethylamine (0.2 g, 1.7 mmol), diphenylphosphinic chloride (Aldrich) (0.16 g, 0.67 mmol) respectively. The mixture was stirred at room temperature for 8 min, then 40[2-(tert-butyl-dimethyl-silanyloxy)-ethoxy]-2-... Starting materials: COC1=CC=C2CC(C(NC2=C1)=O)C(=O)O (1,2,3,4-tetrahydro-7-methoxy-2-oxo-3-quinolinecarboxylic acid), Cl.CNC (dimethylamine hydrochloride), ON1N=NC2=C1C=CC=C2 (1-hydroxybenzotriazole), CCN=C=NCCCN(C)C (WSC). The solvent is C(C)#N (acetonitrile), C(C)N(CC)CC (triethylamine). Conditions: time 24 hour. The product is COC1=CC=C2CC(C(NC2=C1)=O)C(=O)N(C)C (1,2,3,4-Tetrahydro-7-methoxy-N,N-dimethyl-2-oxo-3-quinolinecarboxamide). Isolated yield 38.8%. Reaction SMILES: [CH3:1][O:2][C:3]1[CH:12]=[C:11]2[C:6]([CH2:7][CH:8]([C:14]([OH:16])=O)[C:9](=[O:13])[NH:10]2)=[CH:5][CH:4]=1.Cl.[CH3:18][NH:19][CH3:20].ON1C2C=CC=CC=2N=N1.CCN=C=NCCCN(C)C>C(#N)C.C(N(CC)CC)C>[CH3:1][O:2][C:3]1[CH:12]=[C:11]2[C:6]([CH2:7][CH:8]([C:14]([N:19]([CH3:20])[CH3:18])=[O:16])[C:9](=[O:13])[NH:10]2)=[CH:5][CH:4]=1 |f:1.2|. Procedure: To a solution of 1,2,3,4-tetrahydro-7-methoxy-2-oxo-3-quinolinecarboxylic acid (3.74 g), dimethylamine hydrochloride (3.44 g), 1-hydroxybenzotriazole (2.85 g), and triethylamine (8.5 g) in acetonitrile (400 ml) was added WSC (6.5 g). The reaction mixture was stirred at room temperature for 24 hr and concentrated. The residue was diluted with ethyl acetate and the organic layer was washed with 1 N aqueous hydrochloric acid, 10% aqueous potassium carbonate, and saturated aqueous sodium chloride, d... The reactants are C(C)(C)(C)OC(=O)N1CC2CNCC2C1 (hexahydropyrrolo[3,4-c]pyrrole-2-carboxylic acid tert-butyl ester), C(C)(C)(C)OC(=O)N1CCN(CC1)CCCN (4-(3-aminopropyl)-piperazine-1-carboxylic acid tert-butyl ester). Yields the product C(C)(C)(C)OC(=O)N1CC2CN(CC2C1)CCN (5-(2-Aminoethyl)-hexahydropyrrolo[3,4-c]pyrrole-2-carboxylic acid tert-butyl ester). As a reaction SMILES: C(OC([N:8]1CCN(CCCN)[CH2:10][CH2:9]1)=O)(C)(C)C.[C:18]([O:22][C:23]([N:25]1[CH2:32][CH:31]2[CH:27]([CH2:28][NH:29][CH2:30]2)[CH2:26]1)=[O:24])([CH3:21])([CH3:20])[CH3:19]>>[C:18]([O:22][C:23]([N:25]1[CH2:26][CH:27]2[CH:31]([CH2:30][N:29]([CH2:10][CH2:9][NH2:8])[CH2:28]2)[CH2:32]1)=[O:24])([CH3:21])([CH3:19])[CH3:20]. Procedure: Using the method of 4-(3-aminopropyl)-piperazine-1-carboxylic acid tert-butyl ester, the title compound is synthesized from hexahydropyrrolo[3,4-c]pyrrole-2-carboxylic acid tert-butyl ester.